The task is: describe an organic reaction: reactants, conditions, products, and yield. This data is from the Open Reaction Database (ORD), a public repository of structured organic reaction records. Starting materials: [BH4-].[Na+] (sodiumborohydride), C(C)[C@]12C(CC[C@H]2[C@H]2[C@H](C(C1)O)[C@H]1CCC(C=C1CC2)=O)=O (13-ethyl-11-hydroxy-gon-4en-3,17-dione), [OH-].[Na+] (sodium hydroxide), FC(C(=O)O)(F)F (trifluoroacetic acid), [BH4-].[Na+] (sodiumborohydride), [OH-].[Na+] (sodium hydroxide). Solvent: C(C)(=O)O (acetic acid), ClCCl (dichloromethane), ClCCl (dichloromethane), O (water). Conditions: temperature 0 celsius, time 2 hour. Yields the product C(C)[C@]12C(CC[C@H]2[C@H]2[C@H](C(C1)O)[C@H]1CCCC=C1CC2)=O (13-ethyl-11-hydroxy-gon-4-en-17-one). The yield is 110.4%. As a reaction SMILES: [BH4-].[Na+].FC(F)(F)C(O)=O.[CH2:10]([C@:12]12[CH2:20][CH:19]([OH:21])[C@@H:18]3[C@@H:22]4[C:27]([CH2:28][CH2:29][C@H:17]3[C@@H:16]1[CH2:15][CH2:14][C:13]2=[O:31])=[CH:26][C:25](=O)[CH2:24][CH2:23]4)[CH3:11].[OH-].[Na+]>ClCCl.C(O)(=O)C.O>[CH2:10]([C@:12]12[CH2:20][CH:19]([OH:21])[C@@H:18]3[C@@H:22]4[C:27]([CH2:28][CH2:29][C@H:17]3[C@@H:16]1[CH2:15][CH2:14][C:13]2=[O:31])=[CH:26][CH2:25][CH2:24][CH2:23]4)[CH3:11] |f:0.1,4.5|. Reported procedure: A suspension made of sodiumborohydride (152 g) in dichloromethane (0.60 liters) was added to a mixture of trifluoroacetic acid (1.13 liters) in acetic acid (1.13 liters) under stirring at a temperature of 0° C. in about 2 hours. At the end of the addition of the suspension of sodiumborohydride, a solution made of 13-ethyl-11-hydroxy-gon-4en-3,17-dione (201.00 g; 0.66 moles; compound XVIa) in dichloromethane (660 ml) was added to the reaction mixture under stirring at the temperature of 0° C. The... The reactants are N[C@@H]1[C@@H]([C@]2(C=C(CO2)C2=C(C=CC(=C2)C#N)OC(C)C)CC1)C1=CC=C(C=C1)F ((5R,6S,7S)-7-Amino-6-(4-fluorophenyl)-3-(5-cyano-2-isopropoxy-phenyl)-1-oxaspiro[4.4]non-3-ene), C(#N)[BH3-].[Na+] (sodium cyanoborohydride), O (Water), C=O (formaldehyde). Run in C(C)#N (acetonitrile), C(C)(=O)O.C(C)#N (acetic acid acetonitrile), C(C)#N (acetonitrile). Product: CN([C@@H]1[C@@H]([C@]2(C=C(CO2)C2=C(C=CC(=C2)C#N)OC(C)C)CC1)C1=CC=C(C=C1)F)C ((5R,6S,7S)-7-(Dimethylamino)-6-(4-fluorophenyl)-3-(5-cyano-2-isopropoxy-phenyl)-1-oxaspiro[4.4]non-3-ene). Reaction SMILES: N[C@H:2]1[CH2:22][CH2:21][C@:4]2([O:8][CH2:7][C:6]([C:9]3[CH:14]=[C:13]([C:15]#[N:16])[CH:12]=[CH:11][C:10]=3[O:17][CH:18]([CH3:20])[CH3:19])=[CH:5]2)[C@H:3]1[C:23]1[CH:28]=[CH:27][C:26]([F:29])=[CH:25][CH:24]=1.O.[CH2:31]=O.[C:33]([BH3-])#[N:34].[Na+]>C(#N)C.C(O)(=O)C.C(#N)C>[CH3:31][N:34]([CH3:33])[C@H:2]1[CH2:22][CH2:21][C@:4]2([O:8][CH2:7][C:6]([C:9]3[CH:14]=[C:13]([C:15]#[N:16])[CH:12]=[CH:11][C:10]=3[O:17][CH:18]([CH3:20])[CH3:19])=[CH:5]2)[C@H:3]1[C:23]1[CH:28]=[CH:27][C:26]([F:29])=[CH:25][CH:24]=1 |f:3.4,6.7|. Reported procedure: (5R,6S,7S)-7-Amino-6-(4-fluorophenyl)-3-(5-cyano-2-isopropoxy-phenyl)-1-oxaspiro[4.4]non-3-ene (17.7 mg, 0.045 mmol) was taken up in acetonitrile (0.72 mL). Water (0.2 mL) and 37% formaldehyde (33 μL) were added followed by a solution of sodium cyanoborohydride (11.2 mg, 0.178 mmol) in acetonitrile (0.2 mL). The reaction mixture was stirred for 1 hour at room temperature with occasional addition of 20% acetic acid/acetonitrile to maintain the pH of the reaction at ~7. The mixture was evaporated,...